From a dataset of the Open Reaction Database (ORD), a public repository of structured organic reaction records. describe an organic reaction: reactants, conditions, products, and yield Product: ClCCCCN1C=NC2=C1C=C(C=C2)Cl (1-(4-chlorobutyl)-6-chloro-1H-benzimidazole). The reagents and catalysts are [Br-].C(CCC)[N+](CCCC)(CCCC)CCCC (tetrabutyl ammonium bromide). Isolated yield 62.1%. The reactants are ClC=1C=CC2=C(NC=N2)C1 (6-chloro-1H-benzimidazole), [OH-].[Na+] (sodium hydroxide), ClCCCCBr (4-chlorobromobutane). Reaction conditions: temperature 60 celsius. As a reaction SMILES: [Cl:1][C:2]1[CH:3]=[CH:4][C:5]2[N:9]=[CH:8][NH:7][C:6]=2[CH:10]=1.[OH-].[Na+].[Cl:13][CH2:14][CH2:15][CH2:16][CH2:17]Br>[Br-].C([N+](CCCC)(CCCC)CCCC)CCC>[Cl:13][CH2:14][CH2:15][CH2:16][CH2:17][N:7]1[C:6]2[CH:10]=[C:2]([Cl:1])[CH:3]=[CH:4][C:5]=2[N:9]=[CH:8]1 |f:1.2,4.5|. Procedure: 6-chloro-1H-benzimidazole (15.2 g, 0.10 mol) was dissolved into 200 ml of 20% wt. sodium hydroxide, 4-chlorobromobutane (34.3 g, 0.20 mol) and tetrabutyl ammonium bromide (1.0 g) were added, and mixed for 5 min. The mixture was heated to 60° C., stirred to react for 2 hours. Post treatment was performed based on common method one for synthesis. Oily products were separated and purified by chromatography with neutral Al2O3 to produce 15.1 g of 1-(4-chlorobutyl)-6-chloro-1H-benzimidazole, with a y... Reactants: CO, [Na+], [OH-], COC(=O)COc1cccc(CCc2nc(-c3ccccc3)c(-c3ccccc3)s2)c1. Product: O=C(O)COc1cccc(CCc2nc(-c3ccccc3)c(-c3ccccc3)s2)c1. Reaction SMILES: [CH3:34][OH:35].[Na+:33].[OH-:32].[c:1]1(-[c:7]2[n:8][c:9]([CH2:18][CH2:19][c:20]3[cH:21][c:22]([O:23][CH2:24][C:25](=[O:26])[O:27][CH3:28])[cH:29][cH:30][cH:31]3)[s:10][c:11]2-[c:12]2[cH:13][cH:14][cH:15][cH:16][cH:17]2)[cH:2][cH:3][cH:4][cH:5][cH:6]1>>[c:1]1(-[c:7]2[n:8][c:9]([CH2:18][CH2:19][c:20]3[cH:21][c:22]([O:23][CH2:24][C:25](=[O:26])[OH:27])[cH:29][cH:30][cH:31]3)[s:10][c:11]2-[c:12]2[cH:13][cH:14][cH:15][cH:16][cH:17]2)[cH:2][cH:3][cH:4][cH:5][cH:6]1. Starting materials: C(C1=CC=CC=C1)S(=O)(=O)C1=NNC=N1 (3-benzylsulfonyl-1,2,4-triazole), C(C)N(C(=O)Cl)CC (diethylcarbamoyl chloride), Cl (hydrochloric acid). Solvent: N1=CC=CC=C1 (pyridine). Run at time 8 hour. Yields the product C(C1=CC=CC=C1)S(=O)(=O)C1=NN(C=N1)C(N(CC)CC)=O (3-Benzylsulfonyl-1-diethylcarbamoyl-1,2,4-triazole). Reaction SMILES: [CH2:1]([S:8]([C:11]1[N:15]=[CH:14][NH:13][N:12]=1)(=[O:10])=[O:9])[C:2]1[CH:7]=[CH:6][CH:5]=[CH:4][CH:3]=1.[CH2:16]([N:18]([CH2:22][CH3:23])[C:19](Cl)=[O:20])[CH3:17].Cl>N1C=CC=CC=1>[CH2:1]([S:8]([C:11]1[N:15]=[CH:14][N:13]([C:19](=[O:20])[N:18]([CH2:22][CH3:23])[CH2:16][CH3:17])[N:12]=1)(=[O:10])=[O:9])[C:2]1[CH:3]=[CH:4][CH:5]=[CH:6][CH:7]=1. Procedure details: To a solution of 3-benzylsulfonyl-1,2,4-triazole, 4.8 g (0.022 m) in 25 ml dry pyridine, 3.3 g (0.024 m) diethylcarbamoyl chloride is added dropwise. Let it stir overnight and pour into ~100 ml cold dilute hydrochloric acid. The product is extracted with ethyl acetate. Dry the organic layer and evaporate to give the desired product. Recrystallize from toluene-hexane to give white crystals, 5.8 g (81%) m.p. 87°-88° C. Reactants: Cl (hydrochloric acid), C([O-])(O)=O.[Na+] (sodium bicarbonate), ClC(C(=O)Cl)C1=CC=CC=C1 (alpha-chlorophenylacetic acid chloride), ICC#CO (3-iodopropynol). The solvent is C1(=CC=CC=C1)C (toluene), C1(=CC=CC=C1)C (toluene), C(C)N(CC)CC (triethylamine), CCOCC (ether). The product is IC(C#C)OC(C(Cl)C1=CC=CC=C1)=O (alpha-chlorophenylacetic acid iodopropargyl ester). As a reaction SMILES: [Cl:1][CH:2]([C:6]1[CH:11]=[CH:10][CH:9]=[CH:8][CH:7]=1)[C:3](Cl)=[O:4].[I:12][CH2:13][C:14]#[C:15]O.Cl.C(=O)(O)[O-:19].[Na+]>C1(C)C=CC=CC=1.CCOCC.C(N(CC)CC)C>[I:12][CH:13]([O:4][C:3](=[O:19])[CH:2]([C:6]1[CH:11]=[CH:10][CH:9]=[CH:8][CH:7]=1)[Cl:1])[C:14]#[CH:15] |f:3.4|. Reported procedure: 24.6 g of alpha-chlorophenylacetic acid chloride, dissolved in 20 ml of toluene, were added dropwise to a mixture of 23.7 g of 3-iodopropynol, 15 g of triethylamine and 100 ml of toluene. The reaction temperature was 60° C. The reaction mixture was finally taken up in 100 ml of ether and the ethereal solution was subsequently extracted first with 1N hydrochloric acid and then with saturated sodium bicarbonate solution. Finally, the organic phase was dried with sodium sulfate. After distilling of... Starting materials: O=C([O-])[O-], C1COCCN1, CC#N, O=[N+]([O-])c1ccc(F)c(F)c1, [K+], [K+]. Product: O=[N+]([O-])c1ccc(N2CCOCC2)c(F)c1. Reaction SMILES: [C:18](=[O:19])([O-:20])[O-:21].[CH2:12]1[CH2:13][O:14][CH2:15][CH2:16][NH:17]1.[CH3:24][C:25]#[N:26].[F:1][c:2]1[c:3]([F:11])[cH:4][c:5]([N+:8](=[O:9])[O-:10])[cH:6][cH:7]1.[K+:22].[K+:23]>>[c:2]1([N:17]2[CH2:12][CH2:13][O:14][CH2:15][CH2:16]2)[c:3]([F:11])[cH:4][c:5]([N+:8](=[O:9])[O-:10])[cH:6][cH:7]1.